Task: describe an organic reaction: reactants, conditions, products, and yield. Dataset: the Open Reaction Database (ORD), a public repository of structured organic reaction records Starting materials: C(C)OC(=O)C1(CCN(CC1)C(=O)OC(C)(C)C)CCOC (4-(2-Methoxy-ethyl)-piperidine-1,4-dicarboxylic acid 1-tert-butyl ester 4-ethyl ester), [Cl-].C[Al+]C (dimethylaluminium chloride), CCCCCC (hexane), Boc. Run in C1(CC1)C1=CC=C(C=C1)N (4-cyclopropyl-phenylamine). The product is C1(CC1)C1=CC=C(C=C1)N1C(C2(CC1)CCNCC2)=O (2-(4-Cyclopropyl-phenyl)-2,8-diaza-spiro[4.5]decan-1-one). RXN SMILES: C(O[C:4]([C:6]1([CH2:19][CH2:20]OC)[CH2:11][CH2:10][N:9](C(OC(C)(C)C)=O)[CH2:8][CH2:7]1)=[O:5])C.[Cl-].C[Al+]C.[CH3:27][CH2:28][CH2:29][CH2:30][CH2:31][CH3:32]>C1(C2C=CC(N)=CC=2)CC1>[CH:29]1([C:30]2[CH:6]=[CH:7][C:8]([N:9]3[CH2:20][CH2:19][C:6]4([CH2:7][CH2:8][NH:9][CH2:10][CH2:11]4)[C:4]3=[O:5])=[CH:32][CH:31]=2)[CH2:27][CH2:28]1 |f:1.2|. Procedure: This material was prepared in analogy to example 1 step D) from 4-(2-Methoxy-ethyl)-piperidine-1,4-dicarboxylic acid 1-tert-butyl ester 4-ethyl ester, dimethylaluminium chloride in hexane and 4-cyclopropyl-phenylamine, with concomitant cleavage of the Boc protecting group under the reaction conditions. MS (ESI): 271.2 (MH+).